This data is from the Open Reaction Database (ORD), a public repository of structured organic reaction records. The task is: describe an organic reaction: reactants, conditions, products, and yield Procedure: A solution of chloro-acetyl chloride (6.39 ml, 80 mmol) in 10 ml ACN was added dropwise to a mixture of 2-amino-2-(5-bromo-2-fluoro-phenyl)-propane-1,3-diol (5.3 g, 20 mmol) and K2CO3 (11.1 g, 80 mmol) in 90 ml ACN while the temperature did not rise above 35° C. The mixture was stirred for 2 h. MeOH (40 ml, 99 mmol) were added and after 5 min stirring the mixture was filtered over celite and washed with MeOH. The filtrate was acidified with citric acid solution (10%, aqueous) (pH 4-5) and partly... Run at time 2 hour. Solvent: C(C)#N (ACN), C(C)#N (ACN). The product is BrC=1C=CC(=C(C1)C(CO)(CO)NC(CCl)=O)F (N-[1-(5-Bromo-2-fluoro-phenyl)-2-hydroxy-1-hydroxymethyl-ethyl]-2-chloro-acetamide). Reactants: CO (MeOH), ClCC(=O)Cl (chloro-acetyl chloride), NC(CO)(CO)C1=C(C=CC(=C1)Br)F (2-amino-2-(5-bromo-2-fluoro-phenyl)-propane-1,3-diol), C(=O)([O-])[O-].[K+].[K+] (K2CO3). RXN SMILES: [Cl:1][CH2:2][C:3](Cl)=[O:4].[NH2:6][C:7]([C:12]1[CH:17]=[C:16]([Br:18])[CH:15]=[CH:14][C:13]=1[F:19])([CH2:10][OH:11])[CH2:8][OH:9].C([O-])([O-])=O.[K+].[K+].CO>C(#N)C>[Br:18][C:16]1[CH:15]=[CH:14][C:13]([F:19])=[C:12]([C:7]([NH:6][C:3](=[O:4])[CH2:2][Cl:1])([CH2:8][OH:9])[CH2:10][OH:11])[CH:17]=1 |f:2.3.4|. The reactants are O (water), BrCCCCCBr (1,5-dibromopentane), [H-].[Na+] (sodium hydride), NC1=C(C=C(C2=C1C(C=C(O2)C2=CC(=C(C=C2)NC(C(C)(C)C)=O)F)=O)F)F (5-amino-6,8-difluoro-2-(3-fluoro-4-pivaloylaminophenyl)-4H-1-benzopyran-4-one). Run in CN(C=O)C (dimethylformamide). Reaction conditions: time 1.2 hour. Yields the product BrCCCCCNC1=C(C=C(C2=C1C(C=C(O2)C2=CC(=C(C=C2)NC(C(C)(C)C)=O)F)=O)F)F (5-(5-bromopentylamino)-6,8-difluoro-2-(3-fluoro-4-pivaloylaminophenyl)-4H-1-benzopyran-4-one). The yield is 59.2%. As a reaction SMILES: [NH2:1][C:2]1[C:7]2[C:8](=[O:26])[CH:9]=[C:10]([C:12]3[CH:17]=[CH:16][C:15]([NH:18][C:19](=[O:24])[C:20]([CH3:23])([CH3:22])[CH3:21])=[C:14]([F:25])[CH:13]=3)[O:11][C:6]=2[C:5]([F:27])=[CH:4][C:3]=1[F:28].[Br:29][CH2:30][CH2:31][CH2:32][CH2:33][CH2:34]Br.[H-].[Na+].O>CN(C)C=O>[Br:29][CH2:30][CH2:31][CH2:32][CH2:33][CH2:34][NH:1][C:2]1[C:7]2[C:8](=[O:26])[CH:9]=[C:10]([C:12]3[CH:17]=[CH:16][C:15]([NH:18][C:19](=[O:24])[C:20]([CH3:23])([CH3:22])[CH3:21])=[C:14]([F:25])[CH:13]=3)[O:11][C:6]=2[C:5]([F:27])=[CH:4][C:3]=1[F:28] |f:2.3|. Reported procedure: 2.05 g (5.26mmol) of 5-amino-6,8-difluoro-2-(3-fluoro-4-pivaloylaminophenyl)-4H-1-benzopyran-4-one obtained in Example 66 was dissolved in 50 mL of dimethylformamide under argon atmosphere, 3.6 mL (26.3 mmol) of 1,5-dibromopentane and 631 mg (15.8 mmol) of sodium hydride (60% oil dispersion) were added and the mixture was stirred at room temperature for 1.2 hours. The reaction solution was cooled on ice, water was added and the mixture was extracted with ethyl acetate. The organic layer was wash... Starting materials: C(=O)(OCC)C1=CC2=C(NC(=N2)S)C=C1 (5-Carbethoxy-2-mercapto-1H-benzimidazole), [OH-].[Na+] (NaOH), [OH-].[Na+] (NaOH), Cl.COC=1C(=NC=CC1OC)CCl (3,4-dimethoxy-2-chloromethylpyridine hydrochloride), crude material. The solvent is O (H2O), C(C)O (ethanol), O (H2O). Run at time 6 hour. Product: C(=O)(OCC)C1=CC2=C(NC(=N2)SCC2=NC=CC(=C2OC)OC)C=C1 (5-Carbethoxy-2-[[(3,4-dimethoxy-2-pyridinyl)methyl]thio]-1H-benzimidazole). Yield: 71.0%. As a reaction SMILES: [C:1]([C:6]1[CH:15]=[CH:14][C:9]2[NH:10][C:11]([SH:13])=[N:12][C:8]=2[CH:7]=1)([O:3][CH2:4][CH3:5])=[O:2].[OH-].[Na+].Cl.[CH3:19][O:20][C:21]1[C:22]([CH2:29]Cl)=[N:23][CH:24]=[CH:25][C:26]=1[O:27][CH3:28]>O.C(O)C>[C:1]([C:6]1[CH:15]=[CH:14][C:9]2[NH:10][C:11]([S:13][CH2:29][C:22]3[C:21]([O:20][CH3:19])=[C:26]([O:27][CH3:28])[CH:25]=[CH:24][N:23]=3)=[N:12][C:8]=2[CH:7]=1)([O:3][CH2:4][CH3:5])=[O:2] |f:1.2,3.4|. Procedure details: 5-Carbethoxy-2-mercapto-1H-benzimidazole (2.0 g, 9 mmol) and NaOH (0.36 g, 9 mmol) in H2O (1 ml) were dissolved in ethanol (30 ml). 3,4-dimethoxy-2-chloromethylpyridine hydrochloride (≈6.6 mmol) as a crude material were added and the mixture was heated to boiling. NaOH (0.26 g, 6.6 mmol) in H2O (1 ml) was added and the reflux was continued for 6 hours. The solvent was evaporated off and the residue was diluted with methylene chloride and water. The organic phase was dried over Na2SO4 and the sol... Reactants: C(C)(=O)C=1C(=C(C(=C(C(=O)OC)C1)NC1=C(C=CC=C1)F)F)F (methyl 5-acetyl-2-(2-fluorophenylamino)-3,4-difluorobenzoate), NN (hydrazine). The solvent is CN(C)C=O (DMF). Reaction conditions: time 16 hour. Yields the product COC(=O)C1=CC2=C(NN=C2C(=C1NC1=C(C=CC=C1)F)F)C (7-fluoro-6-(2-fluoro-phenylamino)-3-methyl-2H-indazole-5-carboxylic acid methyl ester). The yield is 150.5%. RXN SMILES: [C:1]([C:4]1[C:5](F)=[C:6]([F:22])[C:7]([NH:14][C:15]2[CH:20]=[CH:19][CH:18]=[CH:17][C:16]=2[F:21])=[C:8]([CH:13]=1)[C:9]([O:11][CH3:12])=[O:10])(=O)[CH3:2].[NH2:24][NH2:25]>CN(C=O)C>[CH3:12][O:11][C:9]([C:8]1[C:7]([NH:14][C:15]2[CH:20]=[CH:19][CH:18]=[CH:17][C:16]=2[F:21])=[C:6]([F:22])[C:5]2[C:4](=[C:1]([CH3:2])[NH:24][N:25]=2)[CH:13]=1)=[O:10]. Procedure details: To a solution of methyl 5-acetyl-2-(2-fluorophenylamino)-3,4-difluorobenzoate (500 mg, 1.55 mmol, from step D in example 3) in DMF (10 ml) was added hydrazine (0.06 mL, 1.85 mmol). After stirring at room temperature for 16 h, the reaction was quenched with NH4Cl solution and extracted with EtOAc. The organic layer was dried (MgSO4) and concentrated under reduced pressure to afford 740 mg (75%) of the title compound. Reactants: Cl.COC1=CC=C(C=2CC(OC21)(C)C)C=2C(C(N(N2)C2CCNCC2)=O)(C)C (5-(7-methoxy-2,2-dimethyl-2,3-dihydro-1-benzofuran-4-yl)-4,4-dimethyl-2-(piperidin-4-yl)-2,4-dihydro-3H-pyrazol-3-one hydrochloride), Cl.COC1=CC=C(C=2CC(OC21)(C)C)C=2C(C(N(N2)C2CCNCC2)=O)(C)C (5-(7-methoxy-2,2-dimethyl-2,3-dihydro-1-benzofuran-4-yl)-4,4-dimethyl-2-(piperidin-4-yl)-2,4-dihydro-3H-pyrazol-3-one hydrochloride), FC1=C(C=CC=C1)S(=O)(=O)Cl (2-fluorobenzenesulfonyl chloride). The product is FC1=C(C=CC=C1)S(=O)(=O)N1CCC(CC1)N1N=C(C(C1=O)(C)C)C1=CC=C(C2=C1CC(O2)(C)C)OC (2-{1-[(2-Fluorophenyl)sulfonyl]piperidin-4-yl}-5-(7-methoxy-2,2-dimethyl-2,3-dihydro-1-benzofuran-4-yl)-4,4-dimethyl-2,4-dihydro-3H-pyrazol-3-one). RXN SMILES: Cl.[CH3:2][O:3][C:4]1[C:12]2[O:11][C:10]([CH3:14])([CH3:13])[CH2:9][C:8]=2[C:7]([C:15]2[C:16]([CH3:28])([CH3:27])[C:17](=[O:26])[N:18]([CH:20]3[CH2:25][CH2:24][NH:23][CH2:22][CH2:21]3)[N:19]=2)=[CH:6][CH:5]=1.[F:29][C:30]1[CH:35]=[CH:34][CH:33]=[CH:32][C:31]=1[S:36](Cl)(=[O:38])=[O:37]>>[F:29][C:30]1[CH:35]=[CH:34][CH:33]=[CH:32][C:31]=1[S:36]([N:23]1[CH2:24][CH2:25][CH:20]([N:18]2[C:17](=[O:26])[C:16]([CH3:28])([CH3:27])[C:15]([C:7]3[C:8]4[CH2:9][C:10]([CH3:14])([CH3:13])[O:11][C:12]=4[C:4]([O:3][CH3:2])=[CH:5][CH:6]=3)=[N:19]2)[CH2:21][CH2:22]1)(=[O:38])=[O:37] |f:0.1|. Procedure: The title compound is prepared analogously as described for GP1 using 5-(7-methoxy-2,2-dimethyl-2,3-dihydro-1-benzofuran-4-yl)-4,4-dimethyl-2-(piperidin-4-yl)-2,4-dihydro-3H-pyrazol-3-one hydrochloride (compound B5*HCl) and 2-fluorobenzenesulfonyl chloride as starting compounds. The crude product is purified by crystallization from methanol to yield the title compound. Reactants: CC(=O)O (AcOH), Cl.NCCC1=C(C=CC=C1)C1=CC(=CC=C1)O (1-amino-2-(3′-hydroxybiphenyl-2-yl)ethane hydrochloride), C(#N)C1=C(C=C(CN2C=NC=C2C=O)C=C1)F (1-(4-cyano-3-fluorobenzyl)-5-imidazolecarboxaldehyde), [BH3-]C#N.[Na+] (NaCNBH3). The product is FC1=C(C#N)C=CC(=C1)CN1C=NC=C1CNCCC1=C(C=CC=C1)C1=CC(=CC=C1)O (2-fluoro-4-(5-{[2-(3′-hydroxybiphenyl-2-yl)ethylamino]methyl}imidazol-1-ylmethyl)benzonitrile). Procedure: 1-amino-2-(3′-hydroxybiphenyl-2-yl)ethane hydrochloride from Step C (0.47 mmol) and 1-(4-cyano-3-fluorobenzyl)-5-imidazolecarboxaldehyde from Example 3, Step G (112 mg, 0.49 mmol) were stirred in MeOH (1 mL) for 20 min, then NaCNBH3 (38 mg, 0.60 mmol) was added. The reaction mixture was adjusted to pH 5 with AcOH, as judged from wetted pH paper, and stirring was continued at ambient temperature for 18 hours. The reaction was quenched with 10% aq. citric acid and stirred for 20 min. Sat. aq. NaHC... The solvent is CO (MeOH). As a reaction SMILES: Cl.[NH2:2][CH2:3][CH2:4][C:5]1[CH:10]=[CH:9][CH:8]=[CH:7][C:6]=1[C:11]1[CH:16]=[CH:15][CH:14]=[C:13]([OH:17])[CH:12]=1.[C:18]([C:20]1[CH:33]=[CH:32][C:23]([CH2:24][N:25]2[C:29]([CH:30]=O)=[CH:28][N:27]=[CH:26]2)=[CH:22][C:21]=1[F:34])#[N:19].[BH3-]C#N.[Na+].CC(O)=O>CO>[F:34][C:21]1[CH:22]=[C:23]([CH2:24][N:25]2[C:29]([CH2:30][NH:2][CH2:3][CH2:4][C:5]3[CH:10]=[CH:9][CH:8]=[CH:7][C:6]=3[C:11]3[CH:16]=[CH:15][CH:14]=[C:13]([OH:17])[CH:12]=3)=[CH:28][N:27]=[CH:26]2)[CH:32]=[CH:33][C:20]=1[C:18]#[N:19] |f:0.1,3.4|. Conditions: time 18 hour. Reagents/catalysts: [Pd] (palladium/carbon). The solvent is CO (methanol), O (water), CO (methanol). The product is C1(=CC=CC=C1)[C@@H]1CNCC[C@@H]1C(=O)OCC (ethyl rel-(3R,4S)-3-phenylpiperidine-4-carboxylate), crude product. Conditions: temperature 60 celsius, time 2 hour. RXN SMILES: C([N:8]1[CH2:13][C:12]([C:14]2[CH:19]=[CH:18][CH:17]=[CH:16][CH:15]=2)=[C:11]([C:20]([O:22][CH2:23][CH3:24])=[O:21])[CH2:10][CH2:9]1)C1C=CC=CC=1.C([O-])=O.[NH4+]>O.CO.[Pd]>[C:14]1([C@H:12]2[C@@H:11]([C:20]([O:22][CH2:23][CH3:24])=[O:21])[CH2:10][CH2:9][NH:8][CH2:13]2)[CH:15]=[CH:16][CH:17]=[CH:18][CH:19]=1 |f:1.2|. Reactants: C(C1=CC=CC=C1)N1CCC(=C(C1)C1=CC=CC=C1)C(=O)OCC (ethyl 1-benzyl-5-phenyl-1,2,3,6-tetrahydropyridine-4-carboxylate), C(=O)[O-].[NH4+] (ammonium formate). Procedure: To a mixture of 9.98 g of ethyl 1-benzyl-5-phenyl-1,2,3,6-tetrahydropyridine-4-carboxylate, 10.31 g of ammonium formate, and 90 mL of methanol was added 1.49 g of 10% palladium/carbon while suspending it in 10 mL of water and 10 mL of methanol. The reaction mixture was vigorously stirred at 60° C. for 2 hours. After cooling to room temperature, the insolubles were filtered on a celite layer, and the filtrate was concentrated under reduced pressure. To the obtained residue was added chloroform, f... Starting materials: C(C1=CC=CC=C1)OC(=O)N1CCC(CC1)COCC(=O)OCC (ethyl N-(benzyloxycarbonyl)piperidin-4-ylmethoxyacetate), C(C)O (ethanol), [H][H] (hydrogen). The reagents and catalysts are [Pd] (Pd). Run in C(C)(=O)O (acetic acid). Yields the product C(C)(=O)O.N1CCC(CC1)COCC(=O)OCC (ethyl piperidin-4-ylmethoxyacetate, acetate salt). Isolated yield 201.7%. Reaction SMILES: C(OC([N:11]1[CH2:16][CH2:15][CH:14]([CH2:17][O:18][CH2:19][C:20]([O:22][CH2:23][CH3:24])=[O:21])[CH2:13][CH2:12]1)=O)C1C=CC=CC=1.C(O)C.[H][H]>[Pd].C(O)(=O)C>[C:20]([OH:22])(=[O:21])[CH3:19].[NH:11]1[CH2:16][CH2:15][CH:14]([CH2:17][O:18][CH2:19][C:20]([O:22][CH2:23][CH3:24])=[O:21])[CH2:13][CH2:12]1 |f:5.6|. Procedure: In a similar manner to Example 2, starting material step (c), the product from step (a) (1.4 g), ethanol (100 ml), glacial acetic acid (0.25 g), 10% Pd on C (140 mg) and hydrogen gas were reacted to give ethyl piperidin-4-ylmethoxyacetate, acetate salt (1.1 g), as a brown oil: NMR Spectrum (DMSO-d6) 1.12 (2H, m), 1.20 (3H, t), 1.62 (3H, m), 1.84 (3H, s), 2.48 (2H, m), 2.96 (2H, m), 3.29 (2H, d), 4.05 (2H, s), 4.12 (2H, q). Starting materials: C1(=CC=CC=C1)B(O)O (phenyl boronic acid), C([O-])([O-])=O.[Na+].[Na+] (sodium carbonate), COC(CCC1=C(C=C(C=C1)OC(C)C1=C(N=C(O1)C1=CC=C(C=C1)Br)C(C)C)C)=O (3-(4-{1-[2-(4-bromo-phenyl)-4-isopropyl-oxazol-5-yl]-ethoxy}-2-methyl-phenyl)-propionic acid methyl ester). The reagents and catalysts are CC(=O)[O-].CC(=O)[O-].[Pd+2] (Pd(OAc)2). The solvent is C1(=CC=CC=C1)C (toluene), C1CCOC1 (THF). Conditions: temperature 85 celsius. The product is C1(=CC=C(C=C1)C=1OC(=C(N1)C(C)C)C(C)OC1=CC(=C(C=C1)CCC(=O)O)C)C1=CC=CC=C1 (3-{4-[1-(2-Biphenyl-4-yl-4-isopropyl-oxazol-5-yl)-ethoxy]-2-methyl-phenyl}-propionic acid). RXN SMILES: C[O:2][C:3](=[O:31])[CH2:4][CH2:5][C:6]1[CH:11]=[CH:10][C:9]([O:12][CH:13]([C:15]2[O:19][C:18]([C:20]3[CH:25]=[CH:24][C:23](Br)=[CH:22][CH:21]=3)=[N:17][C:16]=2[CH:27]([CH3:29])[CH3:28])[CH3:14])=[CH:8][C:7]=1[CH3:30].[C:32]1(B(O)O)[CH:37]=[CH:36][CH:35]=[CH:34][CH:33]=1.C(=O)([O-])[O-].[Na+].[Na+]>C1(C)C=CC=CC=1.C1COCC1.CC([O-])=O.CC([O-])=O.[Pd+2]>[C:23]1([C:32]2[CH:37]=[CH:36][CH:35]=[CH:34][CH:33]=2)[CH:24]=[CH:25][C:20]([C:18]2[O:19][C:15]([CH:13]([O:12][C:9]3[CH:10]=[CH:11][C:6]([CH2:5][CH2:4][C:3]([OH:2])=[O:31])=[C:7]([CH3:30])[CH:8]=3)[CH3:14])=[C:16]([CH:27]([CH3:29])[CH3:28])[N:17]=2)=[CH:21][CH:22]=1 |f:2.3.4,7.8.9|. Procedure: A solution of 3-(4-{1-[2-(4-bromo-phenyl)-4-isopropyl-oxazol-5-yl]-ethoxy}-2-methyl-phenyl)-propionic acid methyl ester (150 mg, 0.308 mmol) in toluene (4 ml) and THF (0.5 ml) is bubbled with nitrogen for 10 minutes. To this solution is added phenyl boronic acid (56 mg, 0.46 mmol), Pd(OAc)2 (10 mg), and sodium carbonate (1.0 ml, 2.0 N). The suspension is heated to 85° C. for 8 hours and the mixture is then extracted with EtOAc (3×10 mL). The combined organics are dried over Na2SO4 and concentrat...